Dataset: the Open Reaction Database (ORD), a public repository of structured organic reaction records. Task: describe an organic reaction: reactants, conditions, products, and yield Reactants: C(C)(C)[N-]C(C)C.[Li+] (Lithium diisopropylamide), solution, C(C)#N (acetonitrile), C1(=CC=CC=C1)C(C(=O)OC)=C (methyl 2-phenyl-acrylate), [Cl-].[NH4+] (ammonium chloride). Run in C1CCCCC1 (cyclohexane), O1CCCC1 (tetrahydrofuran). Conditions: time 1 hour. Product: C(#N)CCC(C(=O)OC)C1=CC=CC=C1 (Methyl (RS)-4-cyano-2-Phenylbutanoate). Yield: 75.0%. Reaction SMILES: C([N-]C(C)C)(C)C.[Li+].[C:9](#[N:11])[CH3:10].[C:12]1([C:18](=[CH2:23])[C:19]([O:21][CH3:22])=[O:20])[CH:17]=[CH:16][CH:15]=[CH:14][CH:13]=1.[Cl-].[NH4+]>C1CCCCC1.O1CCCC1>[C:9]([CH2:10][CH2:23][CH:18]([C:12]1[CH:17]=[CH:16][CH:15]=[CH:14][CH:13]=1)[C:19]([O:21][CH3:22])=[O:20])#[N:11] |f:0.1,4.5|. Procedure details: Lithium diisopropylamide (3.67 ml of a 1.5 molar solution in cyclohexane) was added to acetonitrile (0.26 ml) in tetrahydrofuran (10 ml) at -78° C. After 1 hour, methyl 2-phenyl-acrylate (see Preparation 22) (0.81 g) in tetrahydrofurn (10 ml) was added and the mixture was stirred for 1 hour, allowed to warm to room temperature then treated with saturated ammonium chloride solution. The resulting mixture was partitioned between ethyl acetate and water, the organic phase dried over magnesium sulph... RXN SMILES: [C:34](=[O:35])([O:36][CH2:37][CH2:38][CH2:39][CH2:40][CH2:41][CH2:42][CH2:43][CH3:44])[NH2:45].[CH2:1]([CH2:2][CH2:3][CH2:4][CH2:5][CH2:6][CH2:7][CH3:8])[NH2:9].[CH3:10][CH2:11][CH2:12][CH2:13][CH2:14][CH2:15][CH2:16][CH2:17][CH2:18][CH2:19][CH2:20][CH2:21][CH3:22].[CH3:26][N:27]([CH3:28])[CH3:29].[CH3:46][CH2:47][O:48][CH2:49][CH3:50].[CH3:51][C:52]#[N:53].[O:23]=[C:24]=[O:25].[S:30](=[O:31])(=[O:32])=[O:33]>>[CH2:1]([CH2:2][CH2:3][CH2:4][CH2:5][CH2:6][CH2:7][CH3:8])[N:9]=[C:24]=[O:23]. Starting materials: CCCCCCCCOC(N)=O, CCCCCCCCN, CCCCCCCCCCCCC, CN(C)C, CCOCC, CC#N, O=C=O, O=S(=O)=O. Product: CCCCCCCCN=C=O. Starting materials: C(C=C)ONS(=O)(=O)C1=C(C=CC=C1)[N+](=O)[O-] (N-(allyloxy)-2-nitrobenzenesulfonamide), [Si](C)(C)(C(C)(C)C)OC[C@H]1N(C[C@H](C(=C1)C(N)=O)O)C(=O)OC(C)(C)C ((2S,5S)-tert-butyl 2-((tert-butyldimethylsilyloxy)methyl)-4-carbamoyl-5-hydroxy-5,6-dihydropyridine-1(2H)-carboxylate), [Si](C)(C)(C(C)(C)C)OC[C@H]1N(C[C@H](C(=C1)C(N)=O)O)C(=O)OC(C)(C)C ((2S,5S)-tert-butyl 2-((tert-butyldimethylsilyloxy)methyl)-4-carbamoyl-5-hydroxy-5,6-dihydropyridine-1(2H)-carboxylate), C(C=C)ONS(=O)(=O)C1=C(C=C(C=C1)[N+](=O)[O-])[N+](=O)[O-] (N-(allyloxy)-2,4-dinitrobenzenesulfonamide), C(C=C)ON(S(=O)(=O)C1=C(C=C(C=C1)[N+](=O)[O-])[N+](=O)[O-])[C@@H]1C(=C[C@H](N(C1)C(=O)OC(C)(C)C)CO[Si](C)(C)C(C)(C)C)C(N)=O ((2S,5R)-tert-butyl 5-(N-(allyloxy)-2,4-dinitrophenylsulfonamido)-2-((tert-butyldimethylsilyloxy)methyl)-4-carbamoyl-5,6-dihydropyridine-1(2H)-carboxylate), [Si](C)(C)(C(C)(C)C)OC[C@H]1N(C[C@H](C(=C1)C(N)=O)O)C(=O)OC(C)(C)C ((2S,5S)-tert-butyl 2-((tert-butyldimethylsilyloxy)methyl)-4-carbamoyl-5-hydroxy-5,6-dihydropyridine-1(2H)-carboxylate), C(C=C)ONS(=O)(=O)C1=C(C=CC=C1)[N+](=O)[O-] (N-(allyloxy)-2-nitrobenzenesulfonamide). Product: C(C=C)ON(S(=O)(=O)C1=C(C=CC=C1)[N+](=O)[O-])[C@@H]1C(=C[C@H](N(C1)C(=O)OC(C)(C)C)CO[Si](C)(C)C(C)(C)C)C(N)=O ((2S,5R)-tert-butyl 5-(N-(allyloxy)-2-nitrophenylsulfonamido)-2-((tert-butyldimethylsilyloxy)methyl)-4-carbamoyl-5,6-dihydropyridine-1(2H)-carboxylate). Yield: 74.0%. RXN SMILES: [Si](OC[C@@H]1C=C(C(=O)N)[C@H](O)CN1C(OC(C)(C)C)=O)(C(C)(C)C)(C)C.[CH2:27]([O:30][N:31]([C@H:47]1[CH2:52][N:51]([C:53]([O:55][C:56]([CH3:59])([CH3:58])[CH3:57])=[O:54])[C@H:50]([CH2:60][O:61][Si:62]([C:65]([CH3:68])([CH3:67])[CH3:66])([CH3:64])[CH3:63])[CH:49]=[C:48]1[C:69](=[O:71])[NH2:70])[S:32]([C:35]1[CH:40]=[CH:39][C:38]([N+]([O-])=O)=[CH:37][C:36]=1[N+:44]([O-:46])=[O:45])(=[O:34])=[O:33])[CH:28]=[CH2:29].C(ONS(C1C=CC=CC=1[N+]([O-])=O)(=O)=O)C=C.C(ONS(C1C=CC([N+]([O-])=O)=CC=1[N+]([O-])=O)(=O)=O)C=C>>[CH2:27]([O:30][N:31]([C@H:47]1[CH2:52][N:51]([C:53]([O:55][C:56]([CH3:59])([CH3:58])[CH3:57])=[O:54])[C@H:50]([CH2:60][O:61][Si:62]([C:65]([CH3:68])([CH3:67])[CH3:66])([CH3:63])[CH3:64])[CH:49]=[C:48]1[C:69](=[O:71])[NH2:70])[S:32]([C:35]1[CH:40]=[CH:39][CH:38]=[CH:37][C:36]=1[N+:44]([O-:46])=[O:45])(=[O:34])=[O:33])[CH:28]=[CH2:29]. Procedure: The title compound (4.0 g, 74%) was prepared from (2S,5S)-tert-butyl 2-((tert-butyldimethylsilyloxy)methyl)-4-carbamoyl-5-hydroxy-5,6-dihydropyridine-1(2H)-carboxylate (Intermediate 104, 3.36 g, 8.69 mmol) using the same procedure to prepare Intermediate 105 from Intermediate 104, but using N-(allyloxy)-2-nitrobenzenesulfonamide (Intermediate 9, 2.24 g, 8.69 mmol) as a reagent in place of N-(allyloxy)-2,4-dinitrobenzenesulfonamide. Reactants: ClC=1C(=C(C=CC1)N1C(=NC(=C1CN1C(C=2C(C1=O)=CC=CC2)=O)C)CN(C)C)C(C2=CC=C(C=C2)F)=O (N-[[1[3-chloro-2-(p-fluorobenzoyl)phenyl]-2-[(dimethylamino)methyl]-4-methylimidazol-5-yl]methyl]phthalimide), O.NN (hydrazine hydrate). Yields the product ClC1=CC=CC2=C1C(=NCC=1N2C(=NC1C)CN(C)C)C1=CC=C(C=C1)F (7-chloro-6-(p-fluorophenyl)-1-[(dimethylamino)methyl]-3-methyl-4H-imidazo[1,5-a][1,4]benzodiazepine). Reported procedure: In the manner given in Example 4, N-[[1[3-chloro-2-(p-fluorobenzoyl)phenyl]-2-[(dimethylamino)methyl]-4-methylimidazol-5-yl]methyl]phthalimide in ethanol is heated with hydrazine hydrate to give 7-chloro-6-(p-fluorophenyl)-1-[(dimethylamino)methyl]-3-methyl-4H-imidazo[1,5-a][1,4]benzodiazepine. Solvent: C(C)O (ethanol). RXN SMILES: [Cl:1][C:2]1[C:3]([C:30](=O)[C:31]2[CH:36]=[CH:35][C:34]([F:37])=[CH:33][CH:32]=2)=[C:4]([N:8]2[C:12]([CH2:13][N:14]3C(=O)C4=CC=CC=C4C3=O)=[C:11]([CH3:25])[N:10]=[C:9]2[CH2:26][N:27]([CH3:29])[CH3:28])[CH:5]=[CH:6][CH:7]=1.O.NN>C(O)C>[Cl:1][C:2]1[C:3]2[C:30]([C:31]3[CH:36]=[CH:35][C:34]([F:37])=[CH:33][CH:32]=3)=[N:14][CH2:13][C:12]3[N:8]([C:9]([CH2:26][N:27]([CH3:29])[CH3:28])=[N:10][C:11]=3[CH3:25])[C:4]=2[CH:5]=[CH:6][CH:7]=1 |f:1.2|. Reactants: C[N+](C)(C)[O-] (trimethylamine N-oxide), B.CSC (borane dimethyl sulphide), C1=CCCCC1 (cyclohexene), FCC=C (3-fluoropropene), CC(C)(C(C)(O)C)O (2,3-dimethyl-2,3-butanediol). Run in C(OC)COC (dimethoxyethane). Reaction conditions: temperature 0 celsius, time 15 minute. The product is CC1(OB(OC1(C)C)CCCF)C (4,4,5,5-tetramethyl-2-(3-fluoropropyl)-1,3,2-dioxaborolane). The yield is 35.5%. RXN SMILES: [BH3:1].CSC.C1CCCCC=1.[F:11][CH2:12][CH:13]=[CH2:14].C[N+]([O-])(C)C.[CH3:20][C:21]([OH:27])([C:23]([CH3:26])([OH:25])[CH3:24])[CH3:22]>C(COC)OC>[CH3:24][C:23]1([CH3:26])[C:21]([CH3:22])([CH3:20])[O:27][B:1]([CH2:14][CH2:13][CH2:12][F:11])[O:25]1 |f:0.1|. Procedure details: 2.5 ml (25 mmol) of borane-dimethyl sulphide (1:1) complex were dissolved in 50 ml of dimethoxyethane and the solution was cooled to 0° C. under nitrogen. 5.3 ml (52.5 mmol) of cyclohexene were then added. The solution was stirred at 0° C. for 15 minutes, then at room temperature for 1 hour and then cooled to -10° C. 1.6 g (27 mmol) of 3-fluoropropene were condensed and then added to the foregoing solution which was then stirred at room temperature under a dry ice condenser. After 1 hour the con... Starting materials: CCOC(=O)c1nn(-c2ccc3c(c2)OCO3)c2c1COc1ccc([N+](=O)[O-])cc1-2, CN(C)C=O. The product is CCOC(=O)c1nn(-c2ccc3c(c2)OCO3)c2c1COc1ccc(N)cc1-2. As a reaction SMILES: [O:1]1[CH2:2][O:3][c:4]2[c:5]1[cH:6][cH:7][c:8](-[n:10]1[n:11][c:12]([C:26](=[O:27])[O:28][CH2:29][CH3:30])[c:13]3[c:14]1-[c:15]1[cH:16][c:17]([N+:23]([O-:24])=[O:25])[cH:18][cH:19][c:20]1[O:21][CH2:22]3)[cH:9]2.[O:31]=[CH:32][N:33]([CH3:34])[CH3:35]>>[O:1]1[CH2:2][O:3][c:4]2[c:5]1[cH:6][cH:7][c:8](-[n:10]1[n:11][c:12]([C:26](=[O:27])[O:28][CH2:29][CH3:30])[c:13]3[c:14]1-[c:15]1[cH:16][c:17]([NH2:23])[cH:18][cH:19][c:20]1[O:21][CH2:22]3)[cH:9]2. RXN SMILES: C[Si]([N-][Si](C)(C)C)(C)C.[Na+].Cl[C:12]1[CH:17]=[C:16]([Cl:18])[N:15]=[C:14]([S:19][CH3:20])[N:13]=1.[NH2:21][C:22]1[CH:34]=[CH:33][C:25]([C:26]([O:28][C:29]([CH3:32])([CH3:31])[CH3:30])=[O:27])=[CH:24][CH:23]=1>C1COCC1>[Cl:18][C:16]1[N:15]=[C:14]([S:19][CH3:20])[N:13]=[C:12]([NH:21][C:22]2[CH:34]=[CH:33][C:25]([C:26]([O:28][C:29]([CH3:30])([CH3:31])[CH3:32])=[O:27])=[CH:24][CH:23]=2)[CH:17]=1 |f:0.1|. Run at time 16 hour. The solvent is C1CCOC1 (THF). Yields the product ClC1=CC(=NC(=N1)SC)NC1=CC=C(C(=O)OC(C)(C)C)C=C1 (tert-butyl 4-(6-chloro-2-(methylthio)pyrimidin-4-ylamino)benzoate). Reported procedure: NaHMDS (41 mL, 1M in THF) was added into the solution of 4,6-dichloro-2-(methylthio)pyrimidine (4 g) and tert-butyl 4-aminobenzoate (3.96 g) in THF (200 mL). The reaction was stirred at room temperature for 16 hours, before being quenched by water (100 mL). The aqueous layer was extracted with EtOAc (3×100 mL)). The combined organic phase was dried over MgSO4 and concentrated under vacuum to give tert-butyl 4-(6-chloro-2-(methylthio)pyrimidin-4-ylamino)benzoate which will be used without purific... Reactants: C[Si](C)(C)[N-][Si](C)(C)C.[Na+] (NaHMDS), ClC1=NC(=NC(=C1)Cl)SC (4,6-dichloro-2-(methylthio)pyrimidine), NC1=CC=C(C(=O)OC(C)(C)C)C=C1 (tert-butyl 4-aminobenzoate). The product is CCOC(=O)C1CCC(O)(c2ncc(-c3cc(C)cc(N)c3)s2)CC1C. Reactants: CCOC(=O)C1CCC(O)(c2ncc(Br)s2)CC1C, O=C([O-])[O-], Cc1cc(N)cc(B2OC(C)(C)C(C)(C)O2)c1, [Cs+], [Cs+], O=C(C=Cc1ccccc1)C=Cc1ccccc1, O=C(C=Cc1ccccc1)C=Cc1ccccc1, O=C(C=Cc1ccccc1)C=Cc1ccccc1, [Pd], [Pd]. As a reaction SMILES: [Br:18][c:19]1[cH:20][n:21][c:22]([C:24]2([OH:36])[CH2:25][CH:26]([CH3:35])[CH:27]([C:30](=[O:31])[O:32][CH2:33][CH3:34])[CH2:28][CH2:29]2)[s:23]1.[C:37](=[O:38])([O-:39])[O-:40].[CH3:1][c:2]1[cH:3][c:4]([NH2:5])[cH:6][c:7]([B:9]2[O:10][C:11]([CH3:12])([CH3:13])[C:14]([CH3:15])([CH3:16])[O:17]2)[cH:8]1.[Cs+:41].[Cs+:42].[O:45]=[C:46]([CH:47]=[CH:48][c:49]1[cH:50][cH:51][cH:52][cH:53][cH:54]1)[CH:55]=[CH:56][c:57]1[cH:58][cH:59][cH:60][cH:61][cH:62]1.[O:63]=[C:64]([CH:65]=[CH:66][c:67]1[cH:68][cH:69][cH:70][cH:71][cH:72]1)[CH:73]=[CH:74][c:75]1[cH:76][cH:77][cH:78][cH:79][cH:80]1.[O:81]=[C:82]([CH:83]=[CH:84][c:85]1[cH:86][cH:87][cH:88][cH:89][cH:90]1)[CH:91]=[CH:92][c:93]1[cH:94][cH:95][cH:96][cH:97][cH:98]1.[Pd:43].[Pd:44]>>[CH3:1][c:2]1[cH:3][c:4]([NH2:5])[cH:6][c:7](-[c:19]2[cH:20][n:21][c:22]([C:24]3([OH:36])[CH2:25][CH:26]([CH3:35])[CH:27]([C:30](=[O:31])[O:32][CH2:33][CH3:34])[CH2:28][CH2:29]3)[s:23]2)[cH:8]1.